From a dataset of the Open Reaction Database (ORD), a public repository of structured organic reaction records. describe an organic reaction: reactants, conditions, products, and yield Reactants: BrC=1C=C(CCN)C=CC1 (3-bromophenethylamine), C(=O)(OC(C)(C)C)NCC(=O)O (N-Boc-glycine), C(O)([O-])=O.[Na+] (sodium hydrogencarbonate), C(C)(=O)OCC (ethyl acetate). Run in O1CCCC1 (tetrahydrofuran), CN1CCOCC1 (N-methylmorpholine), ClC(=O)OCC(C)C (isobutyl chloroformate). Conditions: time 40 minute. Product: BrC=1C=C(CCNC(CNC(OC(C)(C)C)=O)=O)C=CC1 (tert-butyl (2-((3-bromophenethyl)amino)-2-oxoethyl)carbamate). RXN SMILES: [C:1]([NH:8][CH2:9][C:10]([OH:12])=O)([O:3][C:4]([CH3:7])([CH3:6])[CH3:5])=[O:2].[Br:13][C:14]1[CH:15]=[C:16]([CH:20]=[CH:21][CH:22]=1)[CH2:17][CH2:18][NH2:19].C(=O)([O-])O.[Na+].C(OCC)(=O)C>O1CCCC1.CN1CCOCC1.ClC(OCC(C)C)=O>[Br:13][C:14]1[CH:15]=[C:16]([CH:20]=[CH:21][CH:22]=1)[CH2:17][CH2:18][NH:19][C:10](=[O:12])[CH2:9][NH:8][C:1](=[O:2])[O:3][C:4]([CH3:5])([CH3:6])[CH3:7] |f:2.3|. Reported procedure: To a solution of N-Boc-glycine (175 mg) in tetrahydrofuran (1 mL), N-methylmorpholine (165 μL) and isobutyl chloroformate (131 μL) were added under ice cooling, and the mixture was stirred at the same temperature for 40 minutes. To the reaction mixture, 3-bromophenethylamine (100 μL) was added under ice cooling, and the mixture was stirred at room temperature for 5 hours. To the reaction mixture, saturated aqueous sodium hydrogencarbonate and ethyl acetate were added. The organic layer was separ... Yields the product C[Si](C)(C)CCN1C(=O)CN(c2ccc(C(O)c3ccccn3)cc2OCc2ccccc2)S1(=O)=O. RXN SMILES: [Br-:31].[CH2:1]([c:2]1[cH:3][cH:4][cH:5][cH:6][cH:7]1)[O:8][c:9]1[cH:10][c:11]([CH:12]=[O:13])[cH:14][cH:15][c:16]1[N:17]1[S:18](=[O:29])(=[O:30])[N:19]([CH2:23][CH2:24][Si:25]([CH3:26])([CH3:27])[CH3:28])[C:20](=[O:22])[CH2:21]1.[CH2:39]1[O:40][CH2:41][CH2:42][CH2:43]1.[n:32]1[c:33]([Mg+:38])[cH:34][cH:35][cH:36][cH:37]1>>[CH2:1]([c:2]1[cH:3][cH:4][cH:5][cH:6][cH:7]1)[O:8][c:9]1[cH:10][c:11]([CH:12]([OH:13])[c:33]2[n:32][cH:37][cH:36][cH:35][cH:34]2)[cH:14][cH:15][c:16]1[N:17]1[S:18](=[O:29])(=[O:30])[N:19]([CH2:23][CH2:24][Si:25]([CH3:26])([CH3:27])[CH3:28])[C:20](=[O:22])[CH2:21]1. Starting materials: [Br-], C[Si](C)(C)CCN1C(=O)CN(c2ccc(C=O)cc2OCc2ccccc2)S1(=O)=O, C1CCOC1, [Mg+]c1ccccn1. The reactants are BrCC=1C(=CC=CC1)CBr (α,α'-dibromo-0-xylene), CN(C=O)C (N,N-dimethylformamide), CC=1C=CC(=CC1)S(=O)(=O)N (p-toluenesulfonamide), [H-].[Na+] (sodium hydride), CN(C=O)C (N,N-dimethylformamide), CN(C=O)C (N,N-dimethylformamide). Reaction conditions: time 1 hour. Product: C1(=CC(=CC=C1)S(=O)(=O)N1CC2=CC=CC=C2C1)C (2-(3-tolylsulfonyl)isoindoline). As a reaction SMILES: C[C:2]1[CH:3]=[CH:4][C:5]([S:8]([NH2:11])(=[O:10])=[O:9])=[CH:6][CH:7]=1.[H-].[Na+].Br[CH2:15][C:16]1[C:17]([CH2:22]Br)=[CH:18][CH:19]=[CH:20][CH:21]=1.[CH3:24]N(C)C=O>>[C:7]1([CH3:24])[CH:2]=[CH:3][CH:4]=[C:5]([S:8]([N:11]2[CH2:22][C:17]3[C:16](=[CH:21][CH:20]=[CH:19][CH:18]=3)[CH2:15]2)(=[O:9])=[O:10])[CH:6]=1 |f:1.2|. Procedure: A solution of 34.2 g (0.2 mol) of p-toluenesulfonamide in 100 ml of dry N,N-dimethylformamide was added dropwise to a suspension of 18.9 g (0.42 mol) of sodium hydride (50% oil dispersion) in 60 ml of N,N-dimethylformamide. The reaction was stirred at room temperature for one hour, followed by one hour at 60° C. A solution of 52.8 g (0.2 mol) of α,α'-dibromo-0-xylene in 300 ml of N,N-dimethylformamide was added at such a rate that the temperature of the reaction mixture remained between 60°-70° ... Starting materials: CC=1C=NC=CC1C (3,4-dimethylpyridine), CI (methyl iodide). Run in CC(=O)C (acetone). Run at time 18 hour. Product: [I-].C[N+]1=CC(=C(C=C1)C)C (1,3,4-trimethylpyridinium iodide). RXN SMILES: [CH3:1][C:2]1[CH:3]=[N:4][CH:5]=[CH:6][C:7]=1[CH3:8].[CH3:9][I:10]>CC(C)=O>[I-:10].[CH3:9][N+:4]1[CH:5]=[CH:6][C:7]([CH3:8])=[C:2]([CH3:1])[CH:3]=1 |f:3.4|. Procedure: As shown in Scheme 2 (in FIG. 2), a solution of 100 g of 3,4-dimethylpyridine in 800 ml of acetone was added dropwise to 57.27 mL of methyl iodide. The reaction mixture was stirred at room temperature for 18 hrs. The solid was collected by filtration and washed with cold ether. After drying under vacuum, there was obtained 202 g of 1,3,4-trimethylpyridinium iodide. The subsequent Grignard reaction was conducted under standard conditions to afford an unstable intermediate that was utilized immedi... Reactants: intermediate, COC([C@@](CC1=CC2=C(OC(CO2)C2=CC=C(C=C2)OC(C)=O)C=C1)(C(=O)OC(C)(C)C)N)=O ((S)-3-[2-(4-Acetoxy-phenyl)-2,3-dihydro-benzo[1,4]dioxin-6-yl]-2-tert-butoxycarbonyl-amino-propionic acid methyl ester), C=O (paraformaldehyde), Cl (HCl), COC([C@H](CC1=CC2=C(OC(CO2)C2=CC=C(C=C2)OC(C)=O)C=C1)N)=O ((S)-3-[2-(4-acetoxy-phenyl)-2,3-dihydro-benzo[1,4]dioxin-6-yl]-2-amino-propionic acid methyl ester), C(C1=CC=CC=C1)(=O)Cl (benzoyl chloride), C(=O)([O-])[O-].[Na+].[Na+] (Na2CO3). The solvent is O1CCOCC1 (dioxane), CCOC(=O)C (EtOAc), O (water), C(=O)(C(F)(F)F)O (TFA). Reaction conditions: time 6 hour. Yields the product COC(=O)[C@H]1N(CC=2C=C3C(=CC2C1)OC[C@@H](O3)C3=CC=C(C=C3)OC(C)=O)C(C3=CC=CC=C3)=O ((3S,8S)-3-(4-acetoxy-phenyl)-7-benzoyl-2,3,6,7,8,9-hexahydro-[1,4]dioxino[2,3-g]isoquinoline-8-carboxylic acid methyl ester). RXN SMILES: [CH3:1][O:2][C:3](=[O:34])[C@:4]([NH2:33])(C(OC(C)(C)C)=O)[CH2:5][C:6]1[CH:25]=[CH:24][C:9]2[O:10][CH:11]([C:14]3[CH:19]=[CH:18][C:17]([O:20][C:21](=[O:23])[CH3:22])=[CH:16][CH:15]=3)[CH2:12][O:13][C:8]=2[CH:7]=1.Cl.COC(=O)[C@@H](N)CC1C=CC2[O:45][CH:46]([C:49]3[CH:54]=[CH:53][C:52](OC(=O)C)=[CH:51][CH:50]=3)COC=2C=1.C=O.[C:65](Cl)(=O)C1C=CC=CC=1.C([O-])([O-])=O.[Na+].[Na+]>O1CCOCC1.C(O)(C(F)(F)F)=O.CCOC(C)=O.O>[CH3:1][O:2][C:3]([C@@H:4]1[CH2:5][C:6]2[CH:7]=[C:8]3[O:13][CH2:12][C@H:11]([C:14]4[CH:19]=[CH:18][C:17]([O:20][C:21](=[O:23])[CH3:22])=[CH:16][CH:15]=4)[O:10][C:9]3=[CH:24][C:25]=2[CH2:65][N:33]1[C:46](=[O:45])[C:49]1[CH:54]=[CH:53][CH:52]=[CH:51][CH:50]=1)=[O:34] |f:5.6.7|. Procedure: (S)-3-[2-(4-Acetoxy-phenyl)-2,3-dihydro-benzo[1,4]dioxin-6-yl]-2-tert-butoxycarbonyl-amino-propionic acid methyl ester was converted to the HCl salt of (S)-3-[2-(4-acetoxy-phenyl)-2,3-dihydro-benzo[1,4]dioxin-6-yl]-2-amino-propionic acid methyl ester according to General Procedure C. This intermediate (450 mg) dissolved in dioxane (32 mL) and TFA (8 mL). To this solution was added paraformaldehyde (60 mg) and stirred at room temperature for 6 hours. After completion of the reaction, the mixture ... The reactants are Cl.N[C@@H](C(=O)OC)C(C)C ((R)-methyl 2-amino-3-methylbutanoate hydrochloride), CCN=C=NCCCN(C)C (EDCI), BrC1=CC=C(OCC(C(=O)O)NC(=O)OC(C)(C)C)C=C1 (3-(4-Bromophenoxy)-2-tert-butoxycarbonylamino-propionic acid), BrC1=CC=C(OCC(C(=O)O)NC(=O)OC(C)(C)C)C=C1 (3-(4-Bromophenoxy)-2-tert-butoxycarbonylamino-propionic acid), CN1CCOCC1 (NMM), C=1C=CC2=C(C1)N=NN2O (HOBt). Solvent: CN(C)C=O (DMF). Reaction conditions: temperature -15 celsius, time 30 minute. Yields the product COC(C(C(C)C)NC(C(COC1=CC=C(C=C1)Br)NC(=O)OC(C)(C)C)=O)=O (2-[3-(4-Bromophenoxy)-2-tert-butoxycarbonylamino-propionylamino]-3-methyl-butyric acid methyl ester). Yield: 84.0%. As a reaction SMILES: [Br:1][C:2]1[CH:21]=[CH:20][C:5]([O:6][CH2:7][CH:8]([NH:12][C:13]([O:15][C:16]([CH3:19])([CH3:18])[CH3:17])=[O:14])[C:9]([OH:11])=O)=[CH:4][CH:3]=1.CN1CCOCC1.C1C=CC2N(O)N=NC=2C=1.CCN=C=NCCCN(C)C.Cl.[NH2:51][C@H:52]([CH:57]([CH3:59])[CH3:58])[C:53]([O:55][CH3:56])=[O:54]>CN(C=O)C>[CH3:56][O:55][C:53](=[O:54])[CH:52]([NH:51][C:9](=[O:11])[CH:8]([NH:12][C:13]([O:15][C:16]([CH3:19])([CH3:18])[CH3:17])=[O:14])[CH2:7][O:6][C:5]1[CH:4]=[CH:3][C:2]([Br:1])=[CH:21][CH:20]=1)[CH:57]([CH3:59])[CH3:58] |f:4.5|. Procedure: A solution of the compound obtained in step e above (22e) (816 mg, 2.27 mmol), NMM (0.55 mL, 4.922 mmol) and HOBt (521 mg, 3.864 mmol) in DMF (10 mL) was stirred at 0° C. for 10 minutes, then the reaction was cooled to −15° C., and EDCI (478 mg, 2.497 mmol) was added. The reaction was stirred for 30 minutes at −15° C. and then allowed to warm to room temperature, (R)-methyl 2-amino-3-methylbutanoate hydrochloride (417 mg, 2.497 mmol) was added. After being stirred overnight, the reaction mixture...